From a dataset of the Open Reaction Database (ORD), a public repository of structured organic reaction records. describe an organic reaction: reactants, conditions, products, and yield The reactants are C(C)(=O)O (acetic acid), [H-].C(C(C)C)[Al+]CC(C)C (diisobutylaluminum hydride), OCCCCCCC1C(CCC1=O)C#N (2-(6-hydroxyhexyl)-3-oxocyclopentanecarbonitrile). Solvent: C1=CC=CC=C1 (benzene), C(C)OCC (diethyl ether). Run at time 15 minute. Yields the product OC1C(C(CC1)C=O)CCCCCCO (3-hydroxy-2-(6-hydroxyhexyl)cyclopentanecarbaldehyde). As a reaction SMILES: [H-].C([Al+]CC(C)C)C(C)C.[OH:11][CH2:12][CH2:13][CH2:14][CH2:15][CH2:16][CH2:17][CH:18]1[C:22](=[O:23])[CH2:21][CH2:20][CH:19]1[C:24]#N.C(O)(=[O:28])C>C1C=CC=CC=1.C(OCC)C>[OH:23][CH:22]1[CH2:21][CH2:20][CH:19]([CH:24]=[O:28])[CH:18]1[CH2:17][CH2:16][CH2:15][CH2:14][CH2:13][CH2:12][OH:11] |f:0.1|. Procedure: A solution of diisobutylaluminum hydride (19.3 g., 0.125 mole) in benzene (170 ml.) was added, with rapid stirring, to a solution of 2-(6-hydroxyhexyl)-3-oxocyclopentanecarbonitrile (8.8 g., 0.042 mole) in dry diethyl ether (200 ml.) at 10°-15°C. Stirring at ambient temperature was continued for 15 minutes and the mixture was added to 2N aqueous acetic acid (170 ml.) at a temperature lower than 15°C. The organic phase was separated and the aqueous layer was extracted with diethyl ether. The comb... The reactants are C(C)OC(C(CN(CCC(C)C)C1=NC(=NC=C1[N+](=O)[O-])Cl)C)=O ((rac)-3-[(2-chloro-5-nitro-pyrimidin-4-yl)-(3-methyl-butyl)-amino]-2-methyl-propionic acid ethyl ester). The reagents and catalysts are [Fe] (iron). The solvent is C(C)(=O)O (acetic acid). Yields the product ClC=1N=CC2=C(N(CC(C(N2)=O)C)CCC(C)C)N1 ((rac)-2-chloro-7-methyl-9-(3-methyl-butyl)-5,7,8,9-tetrahydro-pyrimido[4,5-b][1,4]diazepin-6-one). The yield is 69.6%. Reaction SMILES: C([O:3][C:4](=O)[CH:5]([CH3:23])[CH2:6][N:7]([C:13]1[C:18]([N+:19]([O-])=O)=[CH:17][N:16]=[C:15]([Cl:22])[N:14]=1)[CH2:8][CH2:9][CH:10]([CH3:12])[CH3:11])C>C(O)(=O)C.[Fe]>[Cl:22][C:15]1[N:16]=[CH:17][C:18]2[NH:19][C:4](=[O:3])[CH:5]([CH3:23])[CH2:6][N:7]([CH2:8][CH2:9][CH:10]([CH3:12])[CH3:11])[C:13]=2[N:14]=1. Reported procedure: To a solution of 1.06 g (0.0031 mole) of (rac)-3-[(2-chloro-5-nitro-pyrimidin-4-yl)-(3-methyl-butyl)-amino]-2-methyl-propionic acid ethyl ester (IV-27) in 20 mL of acetic acid, was added 1.0 g (0.0179 g-atom) of iron powder. The mixture was heated at 80 degrees for 2 hours and then filtered through Celite while still hot. The filtercake was washed with 100 mL of ethyl acetate (100 mL), and the combined filtrate washed successively with 100 mL of water 100 mL of 7.4 M ammonium hydroxide, 100 mL o...